This data is from the Open Reaction Database (ORD), a public repository of structured organic reaction records. The task is: describe an organic reaction: reactants, conditions, products, and yield Starting materials: CS(=O)(=O)OCCCS(=O)(=O)C1CCCC1 (3-(cyclopentylsulfonyl)propyl methanesulfonate), [I-].[Na+] (sodium iodide), C(CCC)C=1C=C2C=CC=NC2=C(C1)OC1CCNCC1 (6-Butyl-8-(4-piperidinyloxy)quinoline), CS(=O)(=O)OCCCS(=O)(=O)C1CCCC1 (3-(cyclopentylsulfonyl)propyl methanesulfonate), C(CCC)C=1C=C2C=CC=NC2=C(C1)OC1CCNCC1 (6-Butyl-8-(4-piperidinyloxy)quinoline), C(O)([O-])=O.[Na+] (sodium hydrogen carbonate). The solvent is CO (methanol), CN(C)C=O (DMF). Conditions: temperature 150 celsius. Yields the product C(=O)O.C(CCC)C=1C=C2C=CC=NC2=C(C1)OC1CCN(CC1)CCCS(=O)(=O)C1CCCC1 (6-Butyl-8-({1-[3-(cyclopentylsulfonyl)propyl]-4-piperidinyl}oxy)quinoline, formate salt). Isolated yield 35.0%. RXN SMILES: CS(O[CH2:6][CH2:7][CH2:8][S:9]([CH:12]1[CH2:16][CH2:15][CH2:14][CH2:13]1)(=[O:11])=[O:10])(=O)=O.[CH2:17]([C:21]1[CH:22]=[C:23]2[C:28](=[C:29]([O:31][CH:32]3[CH2:37][CH2:36][NH:35][CH2:34][CH2:33]3)[CH:30]=1)[N:27]=[CH:26][CH:25]=[CH:24]2)[CH2:18][CH2:19][CH3:20].[I-].[Na+].[C:40](=O)([O-:42])[OH:41].[Na+]>CN(C=O)C.CO>[CH:40]([OH:42])=[O:41].[CH2:17]([C:21]1[CH:22]=[C:23]2[C:28](=[C:29]([O:31][CH:32]3[CH2:33][CH2:34][N:35]([CH2:6][CH2:7][CH2:8][S:9]([CH:12]4[CH2:16][CH2:15][CH2:14][CH2:13]4)(=[O:11])=[O:10])[CH2:36][CH2:37]3)[CH:30]=1)[N:27]=[CH:26][CH:25]=[CH:24]2)[CH2:18][CH2:19][CH3:20] |f:2.3,4.5,8.9|. Reported procedure: A suspension of 3-(cyclopentylsulfonyl)propyl methanesulfonate (for example, as prepared for Intermediate 25) (0.081 g, 0.3 mmol), 6-butyl-8-(4-piperidinyloxy)quinoline (for example, as prepared for Intermediate 4) (0.102 g, 0.360 mmol), sodium iodide (40 mg, 0.3 mmol) and sodium hydrogen carbonate (200 mg, 2.39 mmol) in dry DMF (2 ml) was heated in a Smith Creator™ microwave oven at 150° C. for 15 min. The reaction mixture was applied to an SCX-2 cartridge (20 g), preconditioned with methanol. ... Starting materials: N (ammonia), Cl[SiH]1N(C=CN1C(C)C)C(C)C (2-chloro-1,3-diisopropyl-1,3-diaza-2-silacyclopent-4-ene), N (ammonia). Solvent: CCCCCC (hexane). Conditions: time 3 hour. Yields the product N[SiH]1N(C=CN1C(C)C)C(C)C (2-amino-1,3-diisopropyl-1,3-diaza-2-silacyclopent-4-ene). Isolated yield 58.0%. Reaction SMILES: Cl[SiH:2]1[N:6]([CH:7]([CH3:9])[CH3:8])[CH:5]=[CH:4][N:3]1[CH:10]([CH3:12])[CH3:11].[NH3:13]>CCCCCC>[NH2:13][SiH:2]1[N:6]([CH:7]([CH3:9])[CH3:8])[CH:5]=[CH:4][N:3]1[CH:10]([CH3:12])[CH3:11]. Procedure: In an argon atmosphere, 4.06 g (19.8 mmol) of Si(iPrNCHCHNiPr)(H)Cl was dissolved in 20 mL of hexane. The resulting solution was deaerated by Freeze-Pump-Thaw cycling and after creating an ammonia atmosphere in the reaction vessel by connecting thereto a balloon having an internal volume of 5 L and being filled with ammonia, the solution was stirred at room temperature for 3 hours. Insoluble matters produced were separated by filtration, and the solvent was removed by distillation from the filtr...